From a dataset of the Open Reaction Database (ORD), a public repository of structured organic reaction records. describe an organic reaction: reactants, conditions, products, and yield Starting materials: N1(CCCC1)C1=CC2=CCCC2(CC1)C(=O)OC (methyl 5-(pyrrolidin-1-yl)-2,6,7,7a-tetrahydro-1H-indene-7a-carboxylate), C(C)(=O)[O-].[Na+] (sodium acetate). The solvent is C1(=CC=CC=C1)C (toluene), CCOC(=O)C (EtOAc), CC(=O)O.O (AcOH water). The product is O=C1CCC2(CCCC2=C1)C(=O)OC (methyl 6-oxo-2,3,3a,4,5,6-hexahydro-1H-indene-3a-carboxylate). The yield is 48.3%. Reaction SMILES: N1([C:6]2[CH2:14][CH2:13][C:12]3([C:15]([O:17][CH3:18])=[O:16])[C:8](=[CH:9][CH2:10][CH2:11]3)[CH:7]=2)CCCC1.C([O-])(=[O:21])C.[Na+]>C1(C)C=CC=CC=1.CC(O)=O.O.CCOC(C)=O>[O:21]=[C:6]1[CH:7]=[C:8]2[C:12]([C:15]([O:17][CH3:18])=[O:16])([CH2:11][CH2:10][CH2:9]2)[CH2:13][CH2:14]1 |f:1.2,4.5|. Reported procedure: The crude enamine from Step 2 was dissolved in toluene (20 mL) and a solution of sodium acetate (1.360 ml, 25.3 mmol) in AcOH/water (4/4 mL) was added and the resulting mixture was heated to reflux under N2 atmosphere for 2 h. The reaction went to completion, diluted with EtOAc, washed with water, sat. NH4Cl, sat. NaHCO3, brine, dried over Na2SO4, filtered, concentrated and chromatographed on silica gel using 0-30% heptane/EtOAc to afford methyl 6-oxo-2,3,3a,4,5,6-hexahydro-1H-indene-3a-carboxyl... Starting materials: Cl.COC=1C=C2CCNCC2=CC1 (6-Methoxy-1,2,3,4-tetrahydroisoquinoline hydrochloride), [OH-].[K+] (KOH). Run in O (H2O). The product is COC=1C=C2CCNCC2=CC1 (6-methoxy-1,2,3,4-tetrahydroisoquinoline). Yield: 98.5%. As a reaction SMILES: Cl.[CH3:2][O:3][C:4]1[CH:5]=[C:6]2[C:11](=[CH:12][CH:13]=1)[CH2:10][NH:9][CH2:8][CH2:7]2.[OH-].[K+]>O>[CH3:2][O:3][C:4]1[CH:5]=[C:6]2[C:11](=[CH:12][CH:13]=1)[CH2:10][NH:9][CH2:8][CH2:7]2 |f:0.1,2.3|. Reported procedure: 6-Methoxy-1,2,3,4-tetrahydroisoquinoline hydrochloride (41 g) was dissolved in H2O, basified with aqueous KOH solution and extracted with CHCl3. The CHCl3 extracts were dried over MgSO4 and evaporated to dryness to yield 33 g of 6-methoxy-1,2,3,4-tetrahydroisoquinoline base (0.2M). The base (33 g, 0.2M) and Palladium Black (1.5 g) were mixed together and heated at 160°-190° C. for 6 hours. The cooled reaction mixture was extracted with MeOH and the Palladium Black was filtered off. The MeOH was ... Reactants: OC[C@]12[C@@H]([C@H]3CC[C@@H]4[C@]5(CC=C(C([C@@H]5CC[C@]4([C@@]3(CC1)C)C)(C)C)C1=CC=C(C(=O)OC(C)(C)C)C=C1)C)[C@@H](CC2)C(=C)C (tert-butyl 4-((1R,3aS,5aR,5bR,7aR,11aS,11bR,13aR,13bR)-3a-(hydroxymethyl)-5a,5b,8,8,11a-pentamethyl-1-(prop-1-en-2-yl)-2,3,3a,4,5,5a,5b,6,7,7a,8,11,11a,11b,12,13,13a,13b-octadecahydro-1H-cyclopenta[a]chrysen-9-yl)benzoate), C=1C=C[NH+]=CC1.[O-][Cr](=O)(=O)Cl (PCC). Run in ClCCl (dichloromethane). Conditions: time 6.5 hour. The product is C(=O)[C@]12[C@@H]([C@H]3CC[C@@H]4[C@]5(CC=C(C([C@@H]5CC[C@]4([C@@]3(CC1)C)C)(C)C)C1=CC=C(C(=O)OC(C)(C)C)C=C1)C)[C@@H](CC2)C(=C)C (tert-butyl 4-((1R,3aS,5aR,5bR,7aR,11aS,11bR,13aR,13bR)-3a-formyl-5a,5b,8,8,11a-pentamethyl-1-(prop-1-en-2-yl)-2,3,3a,4,5,5a,5b,6,7,7a,8,11,11a,11b,12,13,13a,13b-octadecahydro-1H-cyclopenta[a]chrysen-9-yl)benzoate). The yield is 80.5%. Reaction SMILES: [OH:1][CH2:2][C@:3]12[CH2:41][CH2:40][C@@H:39]([C:42]([CH3:44])=[CH2:43])[C@@H:4]1[C@@H:5]1[C@@:18]([CH3:21])([CH2:19][CH2:20]2)[C@@:17]2([CH3:22])[C@@H:8]([C@:9]3([CH3:38])[C@@H:14]([CH2:15][CH2:16]2)[C:13]([CH3:24])([CH3:23])[C:12]([C:25]2[CH:37]=[CH:36][C:28]([C:29]([O:31][C:32]([CH3:35])([CH3:34])[CH3:33])=[O:30])=[CH:27][CH:26]=2)=[CH:11][CH2:10]3)[CH2:7][CH2:6]1.C1C=C[NH+]=CC=1.[O-][Cr](Cl)(=O)=O>ClCCl>[CH:2]([C@:3]12[CH2:41][CH2:40][C@@H:39]([C:42]([CH3:44])=[CH2:43])[C@@H:4]1[C@@H:5]1[C@@:18]([CH3:21])([CH2:19][CH2:20]2)[C@@:17]2([CH3:22])[C@@H:8]([C@:9]3([CH3:38])[C@@H:14]([CH2:15][CH2:16]2)[C:13]([CH3:23])([CH3:24])[C:12]([C:25]2[CH:26]=[CH:27][C:28]([C:29]([O:31][C:32]([CH3:33])([CH3:34])[CH3:35])=[O:30])=[CH:36][CH:37]=2)=[CH:11][CH2:10]3)[CH2:7][CH2:6]1)=[O:1] |f:1.2|. Procedure: To a solution of tert-butyl 4-((1R,3aS,5aR,5bR,7aR,11aS,11bR,13aR,13bR)-3a-(hydroxymethyl)-5a,5b,8,8,11a-pentamethyl-1-(prop-1-en-2-yl)-2,3,3a,4,5,5a,5b,6,7,7a,8,11,11a,11b,12,13,13a,13b-octadecahydro-1H-cyclopenta[a]chrysen-9-yl)benzoate (5.6 g, 9.32 mmol) in dichloromethane (100 ml) was added PCC (3.01 g, 13.98 mmol). The mixture was stirred at rt for 6.5 h then was filtered through a pad of celite and silica gel which was washed with dichloromethane then 1:1 ethyl acetate:hexanes. The filtrat...